This data is from the Open Reaction Database (ORD), a public repository of structured organic reaction records. The task is: describe an organic reaction: reactants, conditions, products, and yield Reactants: COC=1C=C(C=CC1OC)C=1NC2=CC=CC=C2C1CCN (2-[2-(3,4-dimethoxyphenyl)-1H-indol-3-yl]ethylamine), OC1=CC=C(C=C1)CCC(=O)O (3-(4-hydroxyphenyl)propionic acid), ON1N=NC2=C1C=CC=C2 (1-hydroxybenzotriazole), Cl.CN(CCCN=C=NCC)C (1-(3-dimethylaminopropyl)-3-ethylcarbodiimide hydrochloride). Reaction conditions: temperature 0 celsius, time 10 minute. The product is COC=1C=C(C=CC1OC)C=1NC2=CC=CC=C2C1CCNC(CCC1=CC=C(C=C1)O)=O (N-[2-[2-(3 4-dimethoxyphenyl)-1H-indol-3-yl]ethyl]-3-(4-hydroxyphenyl)propionamide). Isolated yield 106.1%. Reaction SMILES: [OH:1][C:2]1[CH:7]=[CH:6][C:5]([CH2:8][CH2:9][C:10]([OH:12])=O)=[CH:4][CH:3]=1.ON1C2C=CC=CC=2N=N1.Cl.CN(C)CCCN=C=NCC.[CH3:35][O:36][C:37]1[CH:38]=[C:39]([C:45]2[NH:46][C:47]3[C:52]([C:53]=2[CH2:54][CH2:55][NH2:56])=[CH:51][CH:50]=[CH:49][CH:48]=3)[CH:40]=[CH:41][C:42]=1[O:43][CH3:44]>>[CH3:35][O:36][C:37]1[CH:38]=[C:39]([C:45]2[NH:46][C:47]3[C:52]([C:53]=2[CH2:54][CH2:55][NH:56][C:10](=[O:12])[CH2:9][CH2:8][C:5]2[CH:4]=[CH:3][C:2]([OH:1])=[CH:7][CH:6]=2)=[CH:51][CH:50]=[CH:49][CH:48]=3)[CH:40]=[CH:41][C:42]=1[O:43][CH3:44] |f:2.3|. Procedure: To a stirred solution of 3-(4-hydroxyphenyl)propionic acid (80 mg in 4 mL N,N-dimethylformamide) was added 1-hydroxybenzotriazole (78 mg) and the mixture cooled to 0° C. After 10 minutes, 1-(3-dimethylaminopropyl)-3-ethylcarbodiimide hydrochloride (130 mg) was added. The mixture was warmed to room temperature and 2-[2-(3,4-dimethoxyphenyl)-1H-indol-3-yl]ethylamine (272 mg) was added. After 17 hours the reaction was quenched by the addition of water and extracted with ethyl acetate. The organic p... Product: ClC1=CC=C(CSCC(=O)OC)C=C1 (methyl p-chlorobenzylmercapto-acetate). Run in CC(=O)C (acetone). RXN SMILES: C(=O)([O-])[O-].[K+].[K+].[Cl:7][C:8]1[CH:15]=[CH:14][C:11]([CH2:12][SH:13])=[CH:10][CH:9]=1.Cl[CH2:17][C:18]([O:20][CH3:21])=[O:19].[I-].[K+]>CC(C)=O>[Cl:7][C:8]1[CH:15]=[CH:14][C:11]([CH2:12][S:13][CH2:17][C:18]([O:20][CH3:21])=[O:19])=[CH:10][CH:9]=1 |f:0.1.2,5.6|. The yield is 100.0%. Reported procedure: Anhydrous acetone (100 ml), potassium carbonate (21 g), p-chlorobenzylmercaptan (19.5 ml), methyl chloroacetate (13.2 ml) and potassium iodide (0.1 g) are mixed in the cold. The mixture thus obtained is stirred and heated under reflux for 7 hours. It is cooled, the precipitate (K2CO3) is filtered off, the acetone is evaporated from the filtrate and the residue is taken up with ether. The ether solution is washed with 4 N NaOH and then with water until the wash waters have a neutral pH. The ether... The reactants are C([O-])([O-])=O.[K+].[K+] (potassium carbonate), ClC1=CC=C(CS)C=C1 (p-chlorobenzylmercaptan), ClCC(=O)OC (methyl chloroacetate), [I-].[K+] (potassium iodide). Starting materials: BrC=1C=C(C=CC1OC)C1=NC(=NO1)C=1C=C2C(=CN(C2=CC1)CCC(=O)OCC)Cl (Ethyl 3-(5-{5-[3-bromo-4-(methyloxy)phenyl]-1,2,4-oxadiazol-3-yl}-3-chloro-1H-indol-1-yl)propanoate), C1(=CC=CC=C1)B(O)O (phenyl boronic acid), C1(=CC=CC=C1)B(O)O (phenyl boronic acid), C([O-])([O-])=O.[Na+].[Na+] (sodium carbonate). Reagents/catalysts: C=1C=CC(=CC1)[P](C=2C=CC=CC2)(C=3C=CC=CC3)[Pd]([P](C=4C=CC=CC4)(C=5C=CC=CC5)C=6C=CC=CC6)([P](C=7C=CC=CC7)(C=8C=CC=CC8)C=9C=CC=CC9)[P](C=1C=CC=CC1)(C=1C=CC=CC1)C=1C=CC=CC1 (Pd(PPh3)4), C=1C=CC(=CC1)[P](C=2C=CC=CC2)(C=3C=CC=CC3)[Pd]([P](C=4C=CC=CC4)(C=5C=CC=CC5)C=6C=CC=CC6)([P](C=7C=CC=CC7)(C=8C=CC=CC8)C=9C=CC=CC9)[P](C=1C=CC=CC1)(C=1C=CC=CC1)C=1C=CC=CC1 (Pd(PPh3)4). Solvent: COCCOC (DME). Reaction conditions: temperature 90 celsius. Yields the product ClC1=CN(C2=CC=C(C=C12)C1=NOC(=N1)C=1C=C(C(=CC1)OC)C1=CC=CC=C1)CCC(=O)OCC (Ethyl 3-(3-chloro-5-{5-[6-(methyloxy)-3-biphenylyl]-1,2,4-oxadiazol-3-yl}-1H-indol-1-yl)propanoate). Reaction SMILES: Br[C:2]1[CH:3]=[C:4]([C:10]2[O:14][N:13]=[C:12]([C:15]3[CH:16]=[C:17]4[C:21](=[CH:22][CH:23]=3)[N:20]([CH2:24][CH2:25][C:26]([O:28][CH2:29][CH3:30])=[O:27])[CH:19]=[C:18]4[Cl:31])[N:11]=2)[CH:5]=[CH:6][C:7]=1[O:8][CH3:9].[C:32]1(B(O)O)[CH:37]=[CH:36][CH:35]=[CH:34][CH:33]=1.C(=O)([O-])[O-].[Na+].[Na+]>COCCOC.C1C=CC([P]([Pd]([P](C2C=CC=CC=2)(C2C=CC=CC=2)C2C=CC=CC=2)([P](C2C=CC=CC=2)(C2C=CC=CC=2)C2C=CC=CC=2)[P](C2C=CC=CC=2)(C2C=CC=CC=2)C2C=CC=CC=2)(C2C=CC=CC=2)C2C=CC=CC=2)=CC=1>[Cl:31][C:18]1[C:17]2[C:21](=[CH:22][CH:23]=[C:15]([C:12]3[N:11]=[C:10]([C:4]4[CH:3]=[C:2]([C:32]5[CH:37]=[CH:36][CH:35]=[CH:34][CH:33]=5)[C:7]([O:8][CH3:9])=[CH:6][CH:5]=4)[O:14][N:13]=3)[CH:16]=2)[N:20]([CH2:24][CH2:25][C:26]([O:28][CH2:29][CH3:30])=[O:27])[CH:19]=1 |f:2.3.4,^1:56,58,77,96|. Procedure details: Ethyl 3-(5-{5-[3-bromo-4-(methyloxy)phenyl]-1,2,4-oxadiazol-3-yl}-3-chloro-1H-indol-1-yl)propanoate (D106) (212 mg, 0.42 mmol), phenyl boronic acid (104 mg, 0.84 mmol), Pd(PPh3)4 (20 mg) and 2N aq. sodium carbonate solution (3 ml, 6 mmol) were suspended in DME (6 ml) and heated at 90° C. for 2 hours. Added phenyl boronic acid (30 mg, 0.24 mmol) and Pd(PPh3)4 (20 mg) and heated at 90° C. for a further 2 hours. Added EtOAc (70 ml) and washed with water (100 ml). Dried over MgSO4 and evaporated off... Reactants: CN=C=S, CC(C)O, NCCOCc1ccccn1. Yields the product CNC(=S)NCCOCc1ccccn1. As a reaction SMILES: [CH3:12][N:13]=[C:14]=[S:15].[CH:16]([OH:17])([CH3:18])[CH3:19].[NH2:1][CH2:2][CH2:3][O:4][CH2:5][c:6]1[n:7][cH:8][cH:9][cH:10][cH:11]1>>[NH:1]([CH2:2][CH2:3][O:4][CH2:5][c:6]1[n:7][cH:8][cH:9][cH:10][cH:11]1)[C:14]([NH:13][CH3:12])=[S:15]. Reactants: COC=1C=C2C(OC(C2=CC1)=O)=O (5-methoxyisobenzofuran-1,3-dione), Cl.N1=CC=C(C=C1)NN (4-pyridinylhydrazine hydrochloride), C(C)(=O)O (acetic acid). Solvent: O (Water). Product: COC=1C=C2C(N(C(C2=CC1)=O)NC1=CC=NC=C1)=O (5-methoxy-2-(4-pyridinylamino)isoindol-1,3-dione). The yield is 33.9%. As a reaction SMILES: [CH3:1][O:2][C:3]1[CH:4]=[C:5]2[C:9](=[CH:10][CH:11]=1)[C:8](=[O:12])O[C:6]2=[O:13].Cl.[N:15]1[CH:20]=[CH:19][C:18]([NH:21][NH2:22])=[CH:17][CH:16]=1.C(O)(=O)C>O>[CH3:1][O:2][C:3]1[CH:4]=[C:5]2[C:9](=[CH:10][CH:11]=1)[C:8](=[O:12])[N:22]([NH:21][C:18]1[CH:19]=[CH:20][N:15]=[CH:16][CH:17]=1)[C:6]2=[O:13] |f:1.2|. Procedure: A mixture of 5-methoxyisobenzofuran-1,3-dione (33.0 g), 4-pyridinylhydrazine hydrochloride (25.7 g) and glacial acetic acid (100 ml) was heated overnight, under reflux, under nitrogen, with stirring. Water (100 ml) was added, and the mixture was evaporated and dried in vacuo. The residue was triturated with acetone, the acetone decanted, and the residue was triturated with methanol to give 16.1 g of 5-methoxy-2-(4-pyridinylamino)isoindol-1,3-dione. To a mixture of lithium aluminum hydride (6.00 ... The reactants are CCN1C(=O)CC(C)(C)c2cc(C)c(-c3cc(C4CC4C(=O)OC(C)(C)C)ccc3OC(F)(F)F)cc21, ClCCl, O=C(O)C(F)(F)F. Yields the product CCN1C(=O)CC(C)(C)c2cc(C)c(-c3cc(C4CC4C(=O)O)ccc3OC(F)(F)F)cc21. RXN SMILES: [C:1]([CH3:2])([CH3:3])([CH3:4])[O:5][C:6](=[O:7])[CH:8]1[CH:9]([c:11]2[cH:12][c:13](-[c:22]3[c:23]([CH3:37])[cH:24][c:25]4[c:30]([cH:31]3)[N:29]([CH2:32][CH3:33])[C:28](=[O:34])[CH2:27][C:26]4([CH3:35])[CH3:36])[c:14]([O:17][C:18]([F:19])([F:20])[F:21])[cH:15][cH:16]2)[CH2:10]1.[Cl:38][CH2:39][Cl:40].[F:41][C:42]([F:43])([F:44])[C:45]([OH:46])=[O:47]>>[O:5]=[C:6]([OH:7])[CH:8]1[CH:9]([c:11]2[cH:12][c:13](-[c:22]3[c:23]([CH3:37])[cH:24][c:25]4[c:30]([cH:31]3)[N:29]([CH2:32][CH3:33])[C:28](=[O:34])[CH2:27][C:26]4([CH3:35])[CH3:36])[c:14]([O:17][C:18]([F:19])([F:20])[F:21])[cH:15][cH:16]2)[CH2:10]1. The reactants are C1=C(C(=CC2=CC=CC=C12)C(=O)O)C(=O)O (2,3-naphthalenedicarboxylic acid), [H-].[Al+3].[Li+].[H-].[H-].[H-] (lithium aluminum hydride). Run in C1CCOC1 (THF), C1CCOC1 (THF). Yield: 84.8%. Run at time 3 hour. Procedure details: A solution of 2,3-naphthalenedicarboxylic acid (4.6 g, 0.023 mole) in dry THF (135 mL, wanned to 50° C. to maintain solution) is added dropwise over 15 minutes to a 1.15 M lithium aluminum hydride solution in THF (45 mL, 0.052 mole). The solution is stirred 3 hours after which TLC indicated consumption of diacid and formation of a new major product. The reaction is quenched carefully with THF-water, then 2N hydrochloric acid (40 mL) is added, and the resulting mixture is extracted 3 times with e... As a reaction SMILES: [CH:1]1[C:10]2[C:5](=[CH:6][CH:7]=[CH:8][CH:9]=2)[CH:4]=[C:3]([C:11](O)=[O:12])[C:2]=1[C:14](O)=[O:15].[H-].[Al+3].[Li+].[H-].[H-].[H-]>C1COCC1>[OH:12][CH2:11][C:3]1[C:2]([CH2:14][OH:15])=[CH:1][C:10]2[C:5](=[CH:6][CH:7]=[CH:8][CH:9]=2)[CH:4]=1 |f:1.2.3.4.5.6|. The product is OCC1=CC2=CC=CC=C2C=C1CO (2,3-bis(hydroxymethyl)naphthalene). Starting materials: CC(C)(C)OC(=O)N1CCN(c2nc(Cl)nc3[nH]cnc23)CC1, O=C([O-])[O-], CI, CN(C)C=O, Cl, [K+], [K+], O. Product: Cn1cnc2c(N3CCN(C(=O)OC(C)(C)C)CC3)nc(Cl)nc21. Reaction SMILES: [C:1]([CH3:2])([CH3:3])([CH3:4])[O:5][C:6](=[O:7])[N:8]1[CH2:9][CH2:10][N:11]([c:14]2[c:15]3[n:16][cH:17][nH:18][c:19]3[n:20][c:21]([Cl:23])[n:22]2)[CH2:12][CH2:13]1.[C:26](=[O:27])([O-:28])[O-:29].[CH3:24][I:25].[CH3:33][N:34]([CH3:35])[CH:36]=[O:37].[ClH:32].[K+:30].[K+:31].[OH2:38]>>[C:1]([CH3:2])([CH3:3])([CH3:4])[O:5][C:6](=[O:7])[N:8]1[CH2:9][CH2:10][N:11]([c:14]2[c:15]3[n:16][cH:17][n:18]([CH3:26])[c:19]3[n:20][c:21]([Cl:23])[n:22]2)[CH2:12][CH2:13]1.